From a dataset of the Open Reaction Database (ORD), a public repository of structured organic reaction records. describe an organic reaction: reactants, conditions, products, and yield Reactants: CCC(=O)Br, CCCCc1nn(-c2cc(N)ccc2C(F)(F)F)c(=O)n1Cc1ccc(-c2ccccc2S(=O)(=O)NC(=O)OC(C)(C)C)cc1. The product is CCCCc1nn(-c2cc(NC(=O)CC)ccc2C(F)(F)F)c(=O)n1Cc1ccc(-c2ccccc2S(=O)(=O)NC(=O)OC(C)(C)C)cc1. As a reaction SMILES: [C:1]([CH2:2][CH3:3])(=[O:4])[Br:5].[NH2:6][c:7]1[cH:8][cH:9][c:10]([C:47]([F:48])([F:49])[F:50])[c:11](-[n:13]2[n:14][c:15]([CH2:43][CH2:44][CH2:45][CH3:46])[n:16]([CH2:19][c:20]3[cH:21][cH:22][c:23](-[c:26]4[c:27]([S:32]([NH:33][C:34](=[O:35])[O:36][C:37]([CH3:38])([CH3:39])[CH3:40])(=[O:41])=[O:42])[cH:28][cH:29][cH:30][cH:31]4)[cH:24][cH:25]3)[c:17]2=[O:18])[cH:12]1>>[C:1]([CH2:2][CH3:3])(=[O:4])[NH:6][c:7]1[cH:8][cH:9][c:10]([C:47]([F:48])([F:49])[F:50])[c:11](-[n:13]2[n:14][c:15]([CH2:43][CH2:44][CH2:45][CH3:46])[n:16]([CH2:19][c:20]3[cH:21][cH:22][c:23](-[c:26]4[c:27]([S:32]([NH:33][C:34](=[O:35])[O:36][C:37]([CH3:38])([CH3:39])[CH3:40])(=[O:41])=[O:42])[cH:28][cH:29][cH:30][cH:31]4)[cH:24][cH:25]3)[c:17]2=[O:18])[cH:12]1. Procedure: Prepared by the procedure described in Example 3, Step A from 1'-benzyl-1,4-dihydro-4-phenylspiro(3H-2-benzopyran-3,4'-piperidine)-1-one hydrochloride, (8 mg, 0.019 mmol) and ethanol (5 mL). Reaction time: 45 minutes. Yield 5.5 mg (98.5%). FAB-MS calc. for C19H19NO2 293; found 294 (M+H, 93%). Run in C(C)O (ethanol). RXN SMILES: Cl.C([N:9]1[CH2:14][CH2:13][C:12]2([CH:19]([C:20]3[CH:25]=[CH:24][CH:23]=[CH:22][CH:21]=3)[C:18]3[CH:26]=[CH:27][CH:28]=[CH:29][C:17]=3[C:16](=[O:30])[O:15]2)[CH2:11][CH2:10]1)C1C=CC=CC=1>C(O)C>[C:20]1([CH:19]2[C:12]3([CH2:13][CH2:14][NH:9][CH2:10][CH2:11]3)[O:15][C:16](=[O:30])[C:17]3[CH:29]=[CH:28][CH:27]=[CH:26][C:18]2=3)[CH:21]=[CH:22][CH:23]=[CH:24][CH:25]=1 |f:0.1|. Yields the product C1(=CC=CC=C1)C1C2=C(C(OC13CCNCC3)=O)C=CC=C2 (1,4-Dihydro-4-phenylspiro(3H-2-benzopyran-3,4'-piperidine)-1-one). The reactants are Cl.C(C1=CC=CC=C1)N1CCC2(CC1)OC(C1=C(C2C2=CC=CC=C2)C=CC=C1)=O (1'-benzyl-1,4-dihydro-4-phenylspiro(3H-2-benzopyran-3,4'-piperidine)-1-one hydrochloride), C19H19NO2. The reactants are CCCC1(CCO[Si](C)(C)C(C)(C)C)OCCc2c1[nH]c1c(F)ccc(C(=O)N3CCOCC3)c21, CCCC[N+](CCCC)(CCCC)CCCC, C1CCOC1, CCOC(C)=O, [F-]. The product is CCCC1(CCO)OCCc2c1[nH]c1c(F)ccc(C(=O)N3CCOCC3)c21. RXN SMILES: [C:1]([Si:2]([CH3:3])([CH3:4])[O:6][CH2:7][CH2:8][C:9]1([CH2:31][CH2:32][CH3:33])[O:10][CH2:11][CH2:12][c:13]2[c:14]1[nH:15][c:16]1[c:17]([F:30])[cH:18][cH:19][c:20]([C:22](=[O:23])[N:24]3[CH2:25][CH2:26][O:27][CH2:28][CH2:29]3)[c:21]21)([CH3:5])([CH3:34])[CH3:35].[CH2:37]([N+:38]([CH2:39][CH2:40][CH2:41][CH3:42])([CH2:43][CH2:44][CH2:45][CH3:46])[CH2:47][CH2:48][CH2:49][CH3:50])[CH2:51][CH2:52][CH3:53].[CH2:54]1[O:55][CH2:56][CH2:57][CH2:58]1.[CH3:59][CH2:60][O:61][C:62]([CH3:63])=[O:64].[F-:36]>>[OH:6][CH2:7][CH2:8][C:9]1([CH2:31][CH2:32][CH3:33])[O:10][CH2:11][CH2:12][c:13]2[c:14]1[nH:15][c:16]1[c:17]([F:30])[cH:18][cH:19][c:20]([C:22](=[O:23])[N:24]3[CH2:25][CH2:26][O:27][CH2:28][CH2:29]3)[c:21]21. The reactants are BrC=1C=C(C=CC1)I (3-bromoiodobenzene), aqueous solution, C([O-])([O-])=O.[Na+].[Na+] (sodium carbonate), C1=CC=CC=2C(=CC=3C=CC=4C=CC=CC4C3C21)B(O)O (benzo[c]phenanthrene-5-boronic acid). The reagents and catalysts are C=1C=CC(=CC1)[P](C=2C=CC=CC2)(C=3C=CC=CC3)[Pd]([P](C=4C=CC=CC4)(C=5C=CC=CC5)C=6C=CC=CC6)([P](C=7C=CC=CC7)(C=8C=CC=CC8)C=9C=CC=CC9)[P](C=1C=CC=CC1)(C=1C=CC=CC1)C=1C=CC=CC1 (tetrakis(triphenylphosphine)palladium(0)). Run in C1(=CC=CC=C1)C (toluene). Conditions: time 8 hour. The product is BrC=1C=C(C=CC1)C=1C=CC=2C=3C4=C(C=CC3C=CC2C1)C=CC=C4 (10-(3-bromophenyl)benzo[c]phenanthrene). Isolated yield 94.9%. As a reaction SMILES: [CH:1]1[C:18]2[C:17]3[C:16]4[CH:15]=[CH:14][CH:13]=[CH:12][C:11]=4[CH:10]=[CH:9][C:8]=3[CH:7]=[C:6](B(O)O)[C:5]=2[CH:4]=[CH:3][CH:2]=1.[Br:22][C:23]1[CH:24]=[C:25](I)[CH:26]=[CH:27][CH:28]=1.C(=O)([O-])[O-].[Na+].[Na+]>C1C=CC([P]([Pd]([P](C2C=CC=CC=2)(C2C=CC=CC=2)C2C=CC=CC=2)([P](C2C=CC=CC=2)(C2C=CC=CC=2)C2C=CC=CC=2)[P](C2C=CC=CC=2)(C2C=CC=CC=2)C2C=CC=CC=2)(C2C=CC=CC=2)C2C=CC=CC=2)=CC=1.C1(C)C=CC=CC=1>[Br:22][C:23]1[CH:24]=[C:25]([C:3]2[CH:2]=[CH:1][C:18]3[C:17]4[C:16]5[CH:15]=[CH:14][CH:13]=[CH:12][C:11]=5[CH:10]=[CH:9][C:8]=4[CH:7]=[CH:6][C:5]=3[CH:4]=2)[CH:26]=[CH:27][CH:28]=1 |f:2.3.4,^1:39,41,60,79|. Procedure details: Under an argon atmosphere, 3.26 g of the benzo[c]phenanthrene-5-boronic acid obtained, 2.83 g of 3-bromoiodobenzene, 0.231 g of tetrakis(triphenylphosphine)palladium(0), 40 mL of toluene and 20 mL of a 2M aqueous solution of sodium carbonate were placed in a flask. The resultant was refluxed with stirring for 8 hours. After cooling to room temperature, the reaction solution was extracted with toluene. An aqueous phase was removed and an organic phase which had been separated was washed with wate... Starting materials: ClC1=C(C(=CC=C1)Cl)C1(CCC1)C#N (1-(2,6-dichlorophenyl)-1-cyclobutanecarbonitrile). Reagents/catalysts: [Ni] (Raney nickel). Run in CO.N (methanol NH3). Yields the product Cl.ClC1=C(C(=CC=C1)Cl)C1(CCC1)CN ([1-(2,6-dichlorophenyl) cyclobutyl]methylamine hydrochloride). Isolated yield 100.0%. RXN SMILES: [Cl:1][C:2]1[CH:7]=[CH:6][CH:5]=[C:4]([Cl:8])[C:3]=1[C:9]1([C:13]#[N:14])[CH2:12][CH2:11][CH2:10]1>[Ni].CO.N>[ClH:1].[Cl:1][C:2]1[CH:7]=[CH:6][CH:5]=[C:4]([Cl:8])[C:3]=1[C:9]1([CH2:13][NH2:14])[CH2:12][CH2:11][CH2:10]1 |f:2.3,4.5|. Procedure details: 1-(2,6-dichlorophenyl)-1-cyclobutanecarbonitrile (1 g, 4.4 mmol) was reduced with Raney nickel, in methanol/NH3. The catalyst was removed and washed with methanol. The filtrate was concentrated, and diethyl ether (100 mL) was added to the residue. Concentrated HCl was added dropwise to precipitate the desired product; 1.05 g (100% yield). Starting materials: BrC1=CC=C(C=C1)[C@H](C)NCCC(=O)C1=C(C=CC=C1)F ((S)-3-(1-(4-bromophenyl)ethylamino)-1-(2-fluorophenyl)propan-1-one), C(=O)([O-])[O-].[K+].[K+] (K2CO3), C(OC)(=O)Cl (methyl carbonochloridate). Run in CC#N (CH3CN). Reaction conditions: time 2 hour. Yields the product BrC1=CC=C(C=C1)[C@H](C)N(C(OC)=O)CCC(=O)C1=C(C=CC=C1)F ((S)-methyl 1-(4-bromophenyl)ethyl(3-(2-fluorophenyl)-3-oxopropyl)carbamate). Yield: 68.5%. As a reaction SMILES: [Br:1][C:2]1[CH:7]=[CH:6][C:5]([C@@H:8]([NH:10][CH2:11][CH2:12][C:13]([C:15]2[CH:20]=[CH:19][CH:18]=[CH:17][C:16]=2[F:21])=[O:14])[CH3:9])=[CH:4][CH:3]=1.C([O-])([O-])=O.[K+].[K+].[C:28](Cl)(=[O:31])[O:29][CH3:30]>CC#N>[Br:1][C:2]1[CH:7]=[CH:6][C:5]([C@@H:8]([N:10]([CH2:11][CH2:12][C:13]([C:15]2[CH:20]=[CH:19][CH:18]=[CH:17][C:16]=2[F:21])=[O:14])[C:28](=[O:31])[O:29][CH3:30])[CH3:9])=[CH:4][CH:3]=1 |f:1.2.3|. Procedure: To a solution of (S)-3-(1-(4-bromophenyl)ethylamino)-1-(2-fluorophenyl)propan-1-one (500 mg, 1.43 mmol) in anhydrous CH3CN (15 mL) was added K2CO3 and methyl carbonochloridate (403 mg, 4.29 mmol), and the mixture was stirred at rt for 2 h. The solution was concentrate, and the residue was purified by preparative TLC to afford (S)-methyl 1-(4-bromophenyl)ethyl(3-(2-fluorophenyl)-3-oxopropyl)carbamate (400 mg, 70%). 1H NMR (CDCl3): δ=1.50 (m, 3H), 3.00 (m, 2H), 3.36 (m, 2H), 3.78 (m, 3H), 5.40 (m,... Starting materials: CNCC(CO)O (3-methylamino-propan-1,2-diol), C1(CC1)C1=CC=C(C(=N1)C(=O)NC1=C(C(=O)O)C=CN=C1)NC=1C=NC=NC1 (3-{[6-cyclopropyl-3-(pyrimidin-5-ylamino)-pyridine-2-carbonyl]-amino}-isonicotinic acid). The product is OC(CN(C(=O)C1=C(C=NC=C1)NC(=O)C1=NC(=CC=C1NC=1C=NC=NC1)C1CC1)C)CO (6-Cyclopropyl-3-(pyrimidin-5-ylamino)-pyridine-2-carboxylic acid {4-[(2,3-dihydroxy-propyl)-methyl-carbamoyl]-pyridin-3-yl}-amide). Yield: 19.0%. As a reaction SMILES: [CH3:1][NH:2][CH2:3][CH:4]([OH:7])[CH2:5][OH:6].[CH:8]1([C:11]2[N:16]=[C:15]([C:17]([NH:19][C:20]3[CH:28]=[N:27][CH:26]=[CH:25][C:21]=3[C:22]([OH:24])=O)=[O:18])[C:14]([NH:29][C:30]3[CH:31]=[N:32][CH:33]=[N:34][CH:35]=3)=[CH:13][CH:12]=2)[CH2:10][CH2:9]1>>[OH:7][CH:4]([CH2:5][OH:6])[CH2:3][N:2]([CH3:1])[C:22]([C:21]1[CH:25]=[CH:26][N:27]=[CH:28][C:20]=1[NH:19][C:17]([C:15]1[C:14]([NH:29][C:30]2[CH:31]=[N:32][CH:33]=[N:34][CH:35]=2)=[CH:13][CH:12]=[C:11]([CH:8]2[CH2:9][CH2:10]2)[N:16]=1)=[O:18])=[O:24]. Reported procedure: According to the general method described in step 3 of example 53, reaction of 3-methylamino-propan-1,2-diol with 3-{[6-cyclopropyl-3-(pyrimidin-5-ylamino)-pyridine-2-carbonyl]-amino}-isonicotinic acid provided the title compound (19%) as sticky yellow solid.